From a dataset of the Open Reaction Database (ORD), a public repository of structured organic reaction records. describe an organic reaction: reactants, conditions, products, and yield The reactants are COP(=O)(OC)CO[C@@H]1C=C[C@@H](O1)N1C(=O)NC(=O)C=C1 ((2R,5R)-1-[2,5-Dihydro-5-(dimethoxy-phosphinyl)methoxy-2-furanyl]uracil), ClN1C(CCC1=O)=O (N-chlorosuccinimide). Solvent: N1=CC=CC=C1 (pyridine). The product is COP(=O)(OC)CO[C@@H]1C=C[C@@H](O1)N1C(=O)NC(=O)C(=C1)Cl ((2R,5R)-1-[2,5-Dihydro-5-(dimethoxy-phosphinyl)methoxy-2-furanyl]-5-chlorouracil). Yield: 85.1%. As a reaction SMILES: [CH3:1][O:2][P:3]([CH2:7][O:8][C@H:9]1[O:13][C@@H:12]([N:14]2[CH:21]=[CH:20][C:18](=[O:19])[NH:17][C:15]2=[O:16])[CH:11]=[CH:10]1)([O:5][CH3:6])=[O:4].[Cl:22]N1C(=O)CCC1=O>N1C=CC=CC=1>[CH3:6][O:5][P:3]([CH2:7][O:8][C@H:9]1[O:13][C@@H:12]([N:14]2[CH:21]=[C:20]([Cl:22])[C:18](=[O:19])[NH:17][C:15]2=[O:16])[CH:11]=[CH:10]1)([O:2][CH3:1])=[O:4]. Reported procedure: To a solution of the product of Example 57 (400 mg, 1.3 mmol) in pyridine (15 mL) was added N-chlorosuccinimide (200 mg, 1.5 mmol) and the solution was heated at 90°-95° C. for 30 min under nitrogen. All volatiles were removed in vacuo and the oily residue was chromatographed on silica gel using CH2Cl2 /3% MeOH as eluent to give the product (390 mg, 87%) as a colorless oil: Starting materials: S1C2=C(C=C1C(O)(C=1N(C=NC1)C)C=1C=C3C(=CC(=NC3=CC1)OC)C1=CC(=CC=C1)Cl)C=CC=C2 (benzo[b]thiophen-2-yl-[4-(3-chloro-phenyl)-2-methoxy-quinolin-6-yl]-(3-methyl-3H-imidazol-4-yl)-methanol), Cl (HCl). Solvent: C1CCOC1 (THF). Yields the product S1C2=C(C=C1C(C=1C=C3C(=CC(NC3=CC1)=O)C1=CC(=CC=C1)Cl)(C=1N(C=NC1)C)O)C=CC=C2 (6-[Benzo[b]thiophen-2-yl-hydroxy-(3-methyl-3H-imidazol-4-yl)-methyl]-4-(3chloro-phenyl)-1H-quinolin-2-one). The yield is 28.0%. As a reaction SMILES: [S:1]1[C:5]([C:6]([C:14]2[CH:15]=[C:16]3[C:21](=[CH:22][CH:23]=2)[N:20]=[C:19]([O:24]C)[CH:18]=[C:17]3[C:26]2[CH:31]=[CH:30][CH:29]=[C:28]([Cl:32])[CH:27]=2)([C:8]2[N:9]([CH3:13])[CH:10]=[N:11][CH:12]=2)[OH:7])=[CH:4][C:3]2[CH:33]=[CH:34][CH:35]=[CH:36][C:2]1=2.Cl>C1COCC1>[S:1]1[C:5]([C:6]([OH:7])([C:8]2[N:9]([CH3:13])[CH:10]=[N:11][CH:12]=2)[C:14]2[CH:15]=[C:16]3[C:21](=[CH:22][CH:23]=2)[NH:20][C:19](=[O:24])[CH:18]=[C:17]3[C:26]2[CH:31]=[CH:30][CH:29]=[C:28]([Cl:32])[CH:27]=2)=[CH:4][C:3]2[CH:33]=[CH:34][CH:35]=[CH:36][C:2]1=2. Procedure details: Following the same procedure as described in example 1F, benzo[b]thiophen-2-yl-[4-(3-chloro-phenyl)-2-methoxy-quinolin-6-yl]-(3-methyl-3H-imidazol-4-yl)-methanol (147.2 mg, 0.287 mmol) was treated with HCl in aqueous THF to yield the title compound of 41B as a yellow solid (40 mg, 28% yield).